Dataset: the Open Reaction Database (ORD), a public repository of structured organic reaction records. Task: describe an organic reaction: reactants, conditions, products, and yield Reactants: BrC=1C=C(C2=C(N=C(O2)C2CCN(CC2)C(=O)OC(C)(C)C)C1)F (Tert-butyl 4-(5-bromo-7-fluorobenzo[d]oxazol-2-yl)piperidine-1-carboxylate), FC1=C(C=CC(=C1)S(=O)(=O)C)B1OC(C(O1)(C)C)(C)C (2-[2-Fluoro-4-(methylsulfonyl)phenyl]-4,4,5,5-tetramethyl-1,3,2-dioxaborolane). Yields the product FC1=CC(=CC=2N=C(OC21)C2CCN(CC2)C(=O)OC(C)(C)C)C2=C(C=C(C=C2)S(=O)(=O)C)F (Tert-butyl 4-{7-fluoro-5-[2-fluoro-4-(methylsulfonyl)phenyl]benzo[d]oxazol-2-yl}piperidine-1-carboxylate). The yield is 20.3%. Reaction SMILES: Br[C:2]1[CH:3]=[C:4]([F:24])[C:5]2[O:9][C:8]([CH:10]3[CH2:15][CH2:14][N:13]([C:16]([O:18][C:19]([CH3:22])([CH3:21])[CH3:20])=[O:17])[CH2:12][CH2:11]3)=[N:7][C:6]=2[CH:23]=1.[F:25][C:26]1[CH:31]=[C:30]([S:32]([CH3:35])(=[O:34])=[O:33])[CH:29]=[CH:28][C:27]=1B1OC(C)(C)C(C)(C)O1>>[F:24][C:4]1[C:5]2[O:9][C:8]([CH:10]3[CH2:15][CH2:14][N:13]([C:16]([O:18][C:19]([CH3:22])([CH3:21])[CH3:20])=[O:17])[CH2:12][CH2:11]3)=[N:7][C:6]=2[CH:23]=[C:2]([C:27]2[CH:28]=[CH:29][C:30]([S:32]([CH3:35])(=[O:34])=[O:33])=[CH:31][C:26]=2[F:25])[CH:3]=1. Reported procedure: Following the General Procedure-1, the titled compound (50 mg) was prepared from Intermediate 12 (200 mg, 0.50 mmol) and Intermediate 3 (151 mg, 0.50 mmol) as an off-white solid. M.P.: 155.3-158.4° C. 1H-NMR (δ ppm, CDCl3, 400 MHz): 7.82 (dd, J 1.8, 8.1, 1H), 7.78 (dd, J 1.7, 9.4, 1H), 7.69-7.63 (m, 2H), 7.29 (td, 1.3, 10.6, 1H), 4.16 (d, J 11.2, 2 H), 3.22-3.16 (m, 1H), 3.11 (s, 3H), 3.00 (t, J 13.3, 2H), 2.21-2.14 (m, 2H), 2.00-1.88 (m, 2H), 1.48 (s, 9H).